This data is from the Open Reaction Database (ORD), a public repository of structured organic reaction records. The task is: describe an organic reaction: reactants, conditions, products, and yield Reaction SMILES: [Cl:1][C:2]1[N:10]=[C:9]([Cl:11])[C:8]([Cl:12])=[CH:7][C:3]=1[C:4]([NH2:6])=O>O=P(Cl)(Cl)Cl>[Cl:1][C:2]1[N:10]=[C:9]([Cl:11])[C:8]([Cl:12])=[CH:7][C:3]=1[C:4]#[N:6]. Reported procedure: A suspension of 2,5,6-trichloronicotinamide (Method 45, 2.3 g, 10.2 mmol) in POCl3 (20 ml) was heated to 90° C. for 1 hour. The reaction was then cooled to room temperature, and the POCl3 was removed under vacuum. The resulting residue was taken up in DCM (50 ml) and ice water (50 ml) was then added, followed by the careful addition of an aqueous solution of Na2CO3 until pH 8 was achieved. The organic fraction was then dried over Na2SO4, filtered, and concentrated to give the title compound (2.1... The product is ClC1=C(C#N)C=C(C(=N1)Cl)Cl (2,5,6-Trichloronicotinonitrile). The reactants are ClC1=C(C(=O)N)C=C(C(=N1)Cl)Cl (2,5,6-trichloronicotinamide). Run in O=P(Cl)(Cl)Cl (POCl3). The yield is 99.2%. Run at temperature 90 celsius. Reactants: FC(F)(F)Oc1cccc(Br)c1, [Li]CCCC, CCCCCC, CCOCC, Cl, N#Cc1cccc(OC(F)(F)F)c1, O. Product: O=C(c1cccc(OC(F)(F)F)c1)c1cccc(OC(F)(F)F)c1. As a reaction SMILES: [Br:1][c:2]1[cH:3][c:4]([O:8][C:9]([F:10])([F:11])[F:12])[cH:5][cH:6][cH:7]1.[CH3:13][CH2:14][CH2:15][CH2:16][Li:17].[CH3:18][CH2:19][CH2:20][CH2:21][CH2:22][CH3:23].[CH3:38][CH2:39][O:40][CH2:41][CH3:42].[ClH:37].[F:24][C:25]([O:26][c:27]1[cH:28][c:29]([C:30]#[N:31])[cH:32][cH:33][cH:34]1)([F:35])[F:36].[OH2:43]>>[c:2]1([C:30]([c:29]2[cH:28][c:27]([O:26][C:25]([F:24])([F:35])[F:36])[cH:34][cH:33][cH:32]2)=[O:40])[cH:3][c:4]([O:8][C:9]([F:10])([F:11])[F:12])[cH:5][cH:6][cH:7]1. Isolated yield 96.6%. Product: C1(=CC=CC=C1)C1(C2=CC=CC=C2C=2C=CC=CC12)C1=CC=C(C=C1)B(O)O (4-(9-Phenyl-9H-fluoren-9-yl)-phenyl Boronic Acid). Starting materials: C1(=CC=CC=C1)C1(C2=CC=CC=C2C=2C=CC=C(C12)C1=CC=CC=C1)C1=CC=C(C=C1)Br (9-phenyl-9-(4-bromophenyl)-phenyl-9H-fluorene), Cl (hydrochloric acid), CCCCCC.C(CCC)[Li] (n-butyllithium hexane), B(OC)(OC)OC (trimethyl borate). Reaction conditions: time 2 hour. Procedure details: First, 4.0 g (10 mmol) of 9-phenyl-9-(4-bromophenyl)-phenyl-9H-fluorene was put in a 500 mL three-neck flask, the atmosphere in the flask was replaced with nitrogen, 100 mL of dehydrated tetrahydrofuran (abbreviation: THF) was then added to the flask, and the temperature was lowered to −78° C. Into this mixture solution, 7.6 mL (12 mmol) of a 1.59 mol/L n-butyllithium hexane solution was dropped, and the mixture was stirred for 2 hours. To this mixture, 1.4 mL (15 mmol) of trimethyl borate was a... RXN SMILES: [C:1]1([C:7]2([C:26]3[CH:31]=[CH:30][C:29](Br)=[CH:28][CH:27]=3)[C:19]3[C:18](C4C=CC=CC=4)=[CH:17][CH:16]=[CH:15][C:14]=3[C:13]3[C:8]2=[CH:9][CH:10]=[CH:11][CH:12]=3)[CH:6]=[CH:5][CH:4]=[CH:3][CH:2]=1.CCCCCC.C([Li])CCC.[B:44](OC)([O:47]C)[O:45]C.Cl>O1CCCC1>[C:1]1([C:7]2([C:26]3[CH:31]=[CH:30][C:29]([B:44]([OH:47])[OH:45])=[CH:28][CH:27]=3)[C:19]3[CH:18]=[CH:17][CH:16]=[CH:15][C:14]=3[C:13]3[C:8]2=[CH:9][CH:10]=[CH:11][CH:12]=3)[CH:6]=[CH:5][CH:4]=[CH:3][CH:2]=1 |f:1.2|. Run in O1CCCC1 (tetrahydrofuran). The reactants are [CH2]C, [CH3], CI, [K+], [K+], O=C([O-])[O-], O, O=C1CCc2cc(O)c(I)cc21. Yields the product COc1cc2c(cc1I)C(=O)CC2. Reaction SMILES: [CH2:14][CH3:15].[CH3:13].[CH3:22][I:23].[K+:16].[K+:17].[O-:18][C:19]([O-:20])=[O:21].[OH2:24].[OH:1][c:2]1[cH:3][c:4]2[c:8]([cH:9][c:10]1[I:11])[C:7](=[O:12])[CH2:6][CH2:5]2>>[O:1]([c:2]1[cH:3][c:4]2[c:8]([cH:9][c:10]1[I:11])[C:7](=[O:12])[CH2:6][CH2:5]2)[CH3:19]. Reactants: CC(=O)Nc1ccc(C2=NC(C)(C)C(c3ccncc3)C2)cc1, CCO, [K+], [OH-]. Product: CC1(C)N=C(c2ccc(N)cc2)CC1c1ccncc1. RXN SMILES: [CH3:1][C:2]1([CH3:23])[CH:3]([c:17]2[cH:18][cH:19][n:20][cH:21][cH:22]2)[CH2:4][C:5]([c:7]2[cH:8][cH:9][c:10]([NH:11][C:12](=[O:13])[CH3:14])[cH:15][cH:16]2)=[N:6]1.[CH3:26][CH2:27][OH:28].[K+:25].[OH-:24]>>[CH3:1][C:2]1([CH3:23])[CH:3]([c:17]2[cH:18][cH:19][n:20][cH:21][cH:22]2)[CH2:4][C:5]([c:7]2[cH:8][cH:9][c:10]([NH2:11])[cH:15][cH:16]2)=[N:6]1.